From a dataset of the Open Reaction Database (ORD), a public repository of structured organic reaction records. describe an organic reaction: reactants, conditions, products, and yield Starting materials: ClC1=CC=C2CC(NC2=C1)=O (6-Chloro-1,3-dihydro-indol-2-one), O=C1OCCC=2C1=CNC2C=O (4-oxo-2,4,6,7-tetrahydro-pyrano[3,4-c]pyrrole-1carbaldehyde). Yields the product ClC1=CC=C2C(C(NC2=C1)=O)=CC1=C2C(=CN1)C(OCC2)=O (1-(6-Chloro-2-oxo-1,2-dihydro-indol-3-ylidenemethyl)-6,7-dihydro-2H-pyrano[3,4-c]pyrrol-4-one). Reaction SMILES: [Cl:1][C:2]1[CH:10]=[C:9]2[C:5]([CH2:6][C:7](=[O:11])[NH:8]2)=[CH:4][CH:3]=1.[O:12]=[C:13]1[C:18]2=[CH:19][NH:20][C:21]([CH:22]=O)=[C:17]2[CH2:16][CH2:15][O:14]1>>[Cl:1][C:2]1[CH:10]=[C:9]2[C:5]([C:6](=[CH:22][C:21]3[NH:20][CH:19]=[C:18]4[C:13](=[O:12])[O:14][CH2:15][CH2:16][C:17]=34)[C:7](=[O:11])[NH:8]2)=[CH:4][CH:3]=1. Procedure details: 6-Chloro-1,3-dihydro-indol-2-one was condensed with 4-oxo-2,4,6,7-tetrahydro-pyrano[3,4-c]pyrrole-1carbaldehyde to give the title compound. MS m/z 315.2 [M++1]. Reported procedure: In a manner similar to that described in Example 3, decanoyl chloride (0.069 g, 0.00036 mol) was allowed to react with 4-(4-amino-phenyl)-4-oxo-butyric acid, methyl ester (0.052 g, 0.00025 mol), and the resulting intermediate was hydrolyzed to give 0.063 g of 4-[4-(decanoylamino)-phenyl]-4-oxo-butyric acid as an off-white solid; MS-(AP+) MH+348. As a reaction SMILES: [C:1](Cl)(=[O:11])[CH2:2][CH2:3][CH2:4][CH2:5][CH2:6][CH2:7][CH2:8][CH2:9][CH3:10].[NH2:13][C:14]1[CH:19]=[CH:18][C:17]([C:20](=[O:27])[CH2:21][CH2:22][C:23]([O:25]C)=[O:24])=[CH:16][CH:15]=1>>[C:1]([NH:13][C:14]1[CH:15]=[CH:16][C:17]([C:20](=[O:27])[CH2:21][CH2:22][C:23]([OH:25])=[O:24])=[CH:18][CH:19]=1)(=[O:11])[CH2:2][CH2:3][CH2:4][CH2:5][CH2:6][CH2:7][CH2:8][CH2:9][CH3:10]. Starting materials: C(CCCCCCCCC)(=O)Cl (decanoyl chloride), NC1=CC=C(C=C1)C(CCC(=O)OC)=O (4-(4-amino-phenyl)-4-oxo-butyric acid, methyl ester). Yield: 72.5%. The product is C(CCCCCCCCC)(=O)NC1=CC=C(C=C1)C(CCC(=O)O)=O (4-[4-(decanoylamino)-phenyl]-4-oxo-butyric acid). Starting materials: C(CCC)OC[C@H](C)O ((S)-1-butyloxy-2-hydroxypropane), C1(=CC=C(C=C1)S(=O)(=O)Cl)C (p-toluenesulfonyl chloride), C1(=CC=CC=C1)C (toluene). Solvent: N1=CC=CC=C1 (pyridine), N1=CC=CC=C1 (pyridine). The product is C(CCC)OC[C@H](C)OS(=O)(=O)C1=CC=C(C=C1)C ((S)-1-butyloxy-2-(p-toluenesulfonyloxy)propane). Yield: 162.5%. As a reaction SMILES: [CH2:1]([O:5][CH2:6][C@@H:7]([OH:9])[CH3:8])[CH2:2][CH2:3][CH3:4].[C:10]1([CH3:20])[CH:15]=[CH:14][C:13]([S:16](Cl)(=[O:18])=[O:17])=[CH:12][CH:11]=1.C1(C)C=CC=CC=1>N1C=CC=CC=1>[CH2:1]([O:5][CH2:6][C@@H:7]([O:9][S:16]([C:13]1[CH:14]=[CH:15][C:10]([CH3:20])=[CH:11][CH:12]=1)(=[O:18])=[O:17])[CH3:8])[CH2:2][CH2:3][CH3:4]. Procedure details: A mixture of this (S)-1-butyloxy-2-hydroxypropane (47.6 g, 0.36 mol) with anhydrous pyridine (300 g) was cooled with ice, followed by dropwise adding thereto a solution of p-toluenesulfonyl chloride (75.8 g, 0.20 mol) in pyridine (70 ml) at 0° C., agitating the mixture at room temperature for 3 hours, adding toluene (800 ml), agitating the mixture, several times washing the resulting organic layer with water, drying it over anhydrous magnesium sulfate and distilling off toluene to obtain (S)-1-b... Starting materials: C1=CC=CC=C1C(=O)OO (perbenzoic acid), C1(=CC=CC=C1)C=CCC1=CC=CC=C1 (o-phenylallylbenzene), C(C1=CC=CC=C1)(=O)OOC(C1=CC=CC=C1)=O (benzoyl peroxide). Run in C(Cl)(Cl)Cl (chloroform). Conditions: time 4 day. Product: C1(=CC=CC=C1)C=CCC12C(C=CC=C1)O2 (o-penylallylbenzene oxide). The yield is 71.0%. RXN SMILES: [C:1]1([CH:7]=[CH:8][CH2:9][C:10]2[CH:15]=[CH:14][CH:13]=[CH:12][CH:11]=2)[CH:6]=[CH:5][CH:4]=[CH:3][CH:2]=1.C1C(C(OO)=[O:23])=CC=CC=1.C(OOC(=O)C1C=CC=CC=1)(=O)C1C=CC=CC=1>C(Cl)(Cl)Cl>[C:1]1([CH:7]=[CH:8][CH2:9][C:10]23[O:23][CH:15]2[CH:14]=[CH:13][CH:12]=[CH:11]3)[CH:6]=[CH:5][CH:4]=[CH:3][CH:2]=1. Procedure: 7.8 g of o-phenylallylbenzene was added to 120 ml of chloroform solution containing perbenzoic acid prepared from 25 g of benzoyl peroxide and the mixture was allowed to stand at about 5° C for 4 days. The resulting mixture was washed with sodium hydroxide solution, Mohr's salt solution, then water, and dried over anhydrous sodium sulfate. The solvent was evaporated and the residue was distilled under reduced pressure to obtain a fraction having a boiling point of 145° to 155° C/3 mmHg, which wa... Starting materials: [BH4-], COC(=O)CCc1cc(Cl)ccc1C(=O)CCCNC(C)=O, CO, [Na+]. Yields the product COC(=O)CCc1cc(Cl)ccc1C(O)CCCNC(C)=O. Reaction SMILES: [BH4-:1].[C:3]([CH3:4])(=[O:5])[NH:6][CH2:7][CH2:8][CH2:9][C:10](=[O:11])[c:12]1[c:13]([CH2:14][CH2:15][C:16](=[O:17])[O:18][CH3:19])[cH:20][c:21]([Cl:24])[cH:22][cH:23]1.[CH3:25][OH:26].[Na+:2]>>[C:3]([CH3:4])(=[O:5])[NH:6][CH2:7][CH2:8][CH2:9][CH:10]([OH:11])[c:12]1[c:13]([CH2:14][CH2:15][C:16](=[O:17])[O:18][CH3:19])[cH:20][c:21]([Cl:24])[cH:22][cH:23]1. The reactants are C(C)OC(CC(=O)N(C=1C(=NC=C(C1)CC1=CC=C(C=C1)F)C(=O)OCC)CC(C)C)=O (ethyl 3-[[3-(ethyloxy)-3-oxopropanoyl](2-methylpropyl)amino]-5-[(4-fluorophenyl)methyl]-2-pyridinecarboxylate), [O-]CC.[Na+] (sodium ethoxide), resultant solution. Solvent: C(C)O (ethanol). Run at time 8 hour. Yields the product FC1=CC=C(C=C1)CC1=CN=C2C(=C(C(N(C2=C1)CC(C)C)=O)C(=O)OCC)O (ethyl 7-[(4-fluorophenyl)methyl]-4-hydroxy-1-(2-methylpropyl)-2-oxo-1,2-dihydro-1,5-naphthyridine-3-carboxylate). Yield: 100.0%. RXN SMILES: [CH2:1]([O:3][C:4](=[O:32])[CH2:5][C:6]([N:8]([CH2:28][CH:29]([CH3:31])[CH3:30])[C:9]1[C:10]([C:23](OCC)=[O:24])=[N:11][CH:12]=[C:13]([CH2:15][C:16]2[CH:21]=[CH:20][C:19]([F:22])=[CH:18][CH:17]=2)[CH:14]=1)=[O:7])[CH3:2].[O-]CC.[Na+]>C(O)C>[F:22][C:19]1[CH:20]=[CH:21][C:16]([CH2:15][C:13]2[CH:14]=[C:9]3[C:10]([C:23]([OH:24])=[C:5]([C:4]([O:3][CH2:1][CH3:2])=[O:32])[C:6](=[O:7])[N:8]3[CH2:28][CH:29]([CH3:31])[CH3:30])=[N:11][CH:12]=2)=[CH:17][CH:18]=1 |f:1.2|. Procedure details: To a cold (0° C.) solution of ethyl 3-[[3-(ethyloxy)-3-oxopropanoyl](2-methylpropyl)amino]-5-[(4-fluorophenyl)methyl]-2-pyridinecarboxylate (309 mg, 0.70 mmol) in ethanol (20 mL) was added sodium ethoxide (104 mg, 1.53 mmol). The resultant solution was warmed to room temperature as the bath warmed and stirred overnight. Solvents were removed in vacuo and the residue was taken up in water. The pH was adjusted to 5 with 1 N HCl (aq) and the aqueous layer extracted with ethyl acetate. The organics ... The reactants are ClC(SCl)(Cl)Cl (trichloromethylsulfenyl chloride), 3g, C1(=CC=CC=C1)N1C(NNC1=O)=O (4-phenyl urazole), 16g, [OH-].[Na+] (sodium hydroxide), alkyl benzene sulfonate. Solvent: O (water), O (water), O (water). Yields the product C1(=CC=CC=C1)N1C(N(N(C1=O)SC(Cl)(Cl)Cl)SC(Cl)(Cl)Cl)=O (4-phenyl-1,2-bis-(trichloromethylthio)urazole). As a reaction SMILES: [C:1]1([N:7]2[C:11](=[O:12])[NH:10][NH:9][C:8]2=[O:13])[CH:6]=[CH:5][CH:4]=[CH:3][CH:2]=1.[OH-].[Na+].[Cl:16][C:17]([Cl:21])([Cl:20])[S:18]Cl>O>[C:1]1([N:7]2[C:8](=[O:13])[N:9]([S:18][C:17]([Cl:21])([Cl:20])[Cl:16])[N:10]([S:18][C:17]([Cl:21])([Cl:20])[Cl:16])[C:11]2=[O:12])[CH:2]=[CH:3][CH:4]=[CH:5][CH:6]=1 |f:1.2|. Procedure: To a solution of 35.4g (0.2 mole) 4-phenyl urazole in 200 ml water was added a solution of 16g (0.4 mole) sodium hydroxide in 20 ml water. A mixture of 74.4g (0.4 mole)trichloromethylsulfenyl chloride and 3g of an emulsifier solution (EXEM 25, consisting of a mixture of alkyl benzene sulfonate and ethoxylated vegetable oil) in 50 ml water was added dropwise to the above basic solution while keeping the reaction mixture at 0° C. The reactants were mixed so that the reaction mixture was kept at a ... The reactants are C(=O)(OC(C)(C)C)COC1=C(C=CC(=C1)OC)C1C(C(C2=CC=C(C=C12)OCCC)C1=CC2=C(C=C1)OCO2)CC#N (3-(2-Carbo-t-butoxymethoxy-4-methoxyphenyl)-2-cyanomethyl-1-(3,4methylenedioxyphenyl)-5-(prop-1-yloxy)indane), C(#N)CC1C(C2=CC=C(C=C2C1C1=C(C=C(C=C1)OC)O)OCCC)C1=CC2=C(C=C1)OCO2 (2-cyanomethyl-3-(2-hydroxy-4-methoxyphenyl)-1-(3,4-methylenedioxyphenyl)-5-(prop-1-yloxy)indane), CN(C)C=O (DMF), C(CCC)OC(CBr)=O (butylbromoacetate), [H-].[Na+] (NaH). Conditions: temperature 0 celsius, time 15 minute. The product is C(=O)(O)COC1=C(C=CC(=C1)OC)C1C(C(C2=CC=C(C=C12)OCCC)C1=CC2=C(C=C1)OCO2)CC(=O)O ((1RS,2SR, 3RS)-3-(2-Carboxymethoxy-4-methoxyphenyl)-1-(3,4-methylenedioxyphenyl)-5-(prop-1-yloxy)indan-2-ylacetic acid). Isolated yield 79.0%. RXN SMILES: [C:1]([CH2:8][O:9][C:10]1[CH:15]=[C:14]([O:16][CH3:17])[CH:13]=[CH:12][C:11]=1[CH:18]1[C:26]2[C:21](=[CH:22][CH:23]=[C:24]([O:27][CH2:28][CH2:29][CH3:30])[CH:25]=2)[CH:20]([C:31]2[CH:36]=[CH:35][C:34]3[O:37][CH2:38][O:39][C:33]=3[CH:32]=2)[CH:19]1[CH2:40]C#N)([O:3]C(C)(C)C)=[O:2].C(CC1C(C2C=CC([O:61]C)=CC=2O)C2C(=CC=C(OCCC)C=2)C1C1C=CC2OCOC=2C=1)#N.[H-].[Na+].C(OC(=O)CBr)CCC.CN([CH:91]=[O:92])C>>[C:1]([CH2:8][O:9][C:10]1[CH:15]=[C:14]([O:16][CH3:17])[CH:13]=[CH:12][C:11]=1[CH:18]1[C:26]2[C:21](=[CH:22][CH:23]=[C:24]([O:27][CH2:28][CH2:29][CH3:30])[CH:25]=2)[CH:20]([C:31]2[CH:36]=[CH:35][C:34]3[O:37][CH2:38][O:39][C:33]=3[CH:32]=2)[CH:19]1[CH2:40][C:91]([OH:92])=[O:61])([OH:3])=[O:2] |f:2.3|. Procedure details: 1RS,2RS,3RS)-3-(2-Carbo-t-butoxymethoxy-4-methoxyphenyl)-2-cyanomethyl-1-(3,4methylenedioxyphenyl)-5-(prop-1-yloxy)indane. To a solution of 1RS,2RS,3RS)-2-cyanomethyl-3-(2-hydroxy-4-methoxyphenyl)-1-(3,4-methylenedioxyphenyl)-5-(prop-1-yloxy)indane (250 mg, 0.55 mmol) in DMF (4 ml) stirred at 0° C. under argon added NaH (21 mg of 80% oil dispersion, 0.7 mmol). The mixture stirred at 0° C. for 15 min then t -butylbromoacetate (107 mg, 0.55 mmol) was added. The cooling bath was removed and the mix... The reactants are N.C(C)O (ammonia ethanol), ClC1=NC2=CC=C(C=C2C(=C1)CC#N)OC ((2-chloro-6-methoxyquinolin-4-yl)acetonitrile). The reagents and catalysts are [Co] (cobalt). Solvent: C(C)O (ethanol). Conditions: time 3 hour. Yields the product ClC1=NC2=CC=C(C=C2C(=C1)CCN)OC (2-(2-Chloro-6-methoxyquinolin-4-yl)ethylamine). Isolated yield 84.0%. Reaction SMILES: N.C(O)C.[Cl:5][C:6]1[CH:15]=[C:14]([CH2:16][C:17]#[N:18])[C:13]2[C:8](=[CH:9][CH:10]=[C:11]([O:19][CH3:20])[CH:12]=2)[N:7]=1>C(O)C.[Co]>[Cl:5][C:6]1[CH:15]=[C:14]([CH2:16][CH2:17][NH2:18])[C:13]2[C:8](=[CH:9][CH:10]=[C:11]([O:19][CH3:20])[CH:12]=2)[N:7]=1 |f:0.1|. Reported procedure: A saturated ammonia/ethanol solution (40 ml) and Raney cobalt (4 g) were added to a solution of (2-chloro-6-methoxyquinolin-4-yl)acetonitrile (1.0 g, 4.3 mmol) in ethanol (150 ml), and the reaction mixture was stirred under an atmosphere of hydrogen (5 kgf/cm2) at room temperature for 3 hours. The Raney cobalt was filtered off, and then the solvent was evaporated under reduced pressure. The residue was washed with diethyl ether to obtain the title compound (855 mg, 84%). Starting materials: BrCC1=CC=C(C=C1)C1=CC=C(C=C1)C(=O)C1=C(C=C(C=C1)Cl)Cl (2,4-dichlorophenyl 4'-bromomethyl-4-biphenylyl ketone), solution, CNC (dimethylamine). Solvent: C(C)O (ethanol). Reaction conditions: time 4 hour. Yields the product Cl.CN(C)CC1=CC=C(C=C1)C1=CC=C(C=C1)C(=O)C1=C(C=C(C=C1)Cl)Cl (2,4-dichlorophenyl 4'-[(dimethylamino)methyl]-4-biphenylyl ketone hydrochloride). Isolated yield 51.0%. As a reaction SMILES: Br[CH2:2][C:3]1[CH:8]=[CH:7][C:6]([C:9]2[CH:14]=[CH:13][C:12]([C:15]([C:17]3[CH:22]=[CH:21][C:20]([Cl:23])=[CH:19][C:18]=3[Cl:24])=[O:16])=[CH:11][CH:10]=2)=[CH:5][CH:4]=1.[CH3:25][NH:26][CH3:27]>C(O)C>[ClH:23].[CH3:25][N:26]([CH2:2][C:3]1[CH:8]=[CH:7][C:6]([C:9]2[CH:14]=[CH:13][C:12]([C:15]([C:17]3[CH:22]=[CH:21][C:20]([Cl:23])=[CH:19][C:18]=3[Cl:24])=[O:16])=[CH:11][CH:10]=2)=[CH:5][CH:4]=1)[CH3:27] |f:3.4|. Procedure details: 1.0 g of 2,4-dichlorophenyl 4'-bromomethyl-4-biphenylyl ketone and 20 mL of a 33 percent solution of dimethylamine in ethanol were heated to boiling for 4 hours, whereupon the mixture was evaporated. The residue was taken up in ether and treated with an ethereal solution of hydrogen chloride. The precipitated hydrochloride was filtered off and dried. There was obtained 2,4-dichlorophenyl 4'-[(dimethylamino)methyl]-4-biphenylyl ketone hydrochloride with a m.p. of 195°-196° C. Yield 51%.